Dataset: the Open Reaction Database (ORD), a public repository of structured organic reaction records. Task: describe an organic reaction: reactants, conditions, products, and yield The reactants are BrC=1SC=CN1 (2-bromothiazole), CCCCCC (hexane), C(CCC)[Li] (n-butyl lithium), FC1=C(C=O)C=C(C=C1)F (2,5-difluorobenzaldehyde), [Cl-].[NH4+] (ammonium chloride). Run in O1CCCC1 (tetrahydrofuran). Reaction conditions: temperature 0 celsius, time 10 minute. The product is FC1=C(C=C(C=C1)F)C(C=1SC=CN1)O (2-[(2,5-Difluorophenyl)-hydroxymethyl]thiazole). The yield is 78.8%. Reaction SMILES: Br[C:2]1[S:3][CH:4]=[CH:5][N:6]=1.CCCCCC.C([Li])CCC.[F:18][C:19]1[CH:26]=[CH:25][C:24]([F:27])=[CH:23][C:20]=1[CH:21]=[O:22].[Cl-].[NH4+]>O1CCCC1>[F:18][C:19]1[CH:26]=[CH:25][C:24]([F:27])=[CH:23][C:20]=1[CH:21]([OH:22])[C:2]1[S:3][CH:4]=[CH:5][N:6]=1 |f:4.5|. Procedure: To a tetrahydrofuran (10 ml) solution of 2-bromothiazole (180 μg, 2 mmol) was added dropwise a hexane solution (1.57M, 1.40 ml, 2.2 mmol) of n-butyl lithium at −78° C., followed by stirring for 10 minutes. Then, 2,5-difluorobenzaldehyde (238 μl, 2.2 mmol) was added and the temperature of the resulting mixture was raised gradually to 0° C. under stirring. An aqueous solution of ammonium chloride was added to terminate the reaction and ether was added to the reaction mixture. The ether layer was w... The reactants are CS(C)=O, CC(=O)N1CCc2nc(Nc3ccc(-c4cnco4)cc3)nc(OS(=O)(=O)C(F)(F)F)c2C1, NC1(CO)CCCC1. The product is CC(=O)N1CCc2nc(Nc3ccc(-c4cnco4)cc3)nc(NC3(CO)CCCC3)c2C1. Reaction SMILES: [CH3:42][S:43]([CH3:44])=[O:45].[F:1][C:2]([F:3])([F:4])[S:5]([O:6][c:7]1[c:8]2[c:9]([n:10][c:11]([NH:13][c:14]3[cH:15][cH:16][c:17](-[c:20]4[cH:21][n:22][cH:23][o:24]4)[cH:18][cH:19]3)[n:12]1)[CH2:25][CH2:26][N:27]([C:29]([CH3:30])=[O:31])[CH2:28]2)(=[O:32])=[O:33].[NH2:34][C:35]1([CH2:40][OH:41])[CH2:36][CH2:37][CH2:38][CH2:39]1>>[c:7]1([NH:34][C:35]2([CH2:40][OH:41])[CH2:36][CH2:37][CH2:38][CH2:39]2)[c:8]2[c:9]([n:10][c:11]([NH:13][c:14]3[cH:15][cH:16][c:17](-[c:20]4[cH:21][n:22][cH:23][o:24]4)[cH:18][cH:19]3)[n:12]1)[CH2:25][CH2:26][N:27]([C:29]([CH3:30])=[O:31])[CH2:28]2.